This data is from the Open Reaction Database (ORD), a public repository of structured organic reaction records. The task is: describe an organic reaction: reactants, conditions, products, and yield Starting materials: Cl (HCl), N1=C(C=CC=C1C)C (2,6-lutidine), [Si](C)(C)(C(C)(C)C)OS(=O)(=O)C(F)(F)F (tert-butyl-dimethylsilyl-trifluoromethylsulfonate), C(C)(C)(C)OC(=O)N1[C@H](C[C@H](C1)F)[C@H]([C@@H](C(=O)N1C(OC[C@@H]1C(C)C)=O)CC1=CC=CC=C1)O (2-(R)-[2-(S)-benzyl-1-(S)-hydroxy-3-(4-(S)-isopropyl-2-oxo-oxazolidin-3-yl)-3-oxopropyl]-4-(R)-fluoropyrrolidine-1-carboxylic acid tert-butyl ester). Solvent: ClCCl (dichloromethane). Conditions: time 3 hour. The product is C(C)(C)(C)OC(=O)N1[C@H](C[C@H](C1)F)[C@H]([C@@H](C(=O)N1C(OC[C@@H]1C(C)C)=O)CC1=CC=CC=C1)O[Si](C)(C)C(C)(C)C (2-(R)-[2-(S)-Benzyl-1-(S)-(tert-butyl-dimethylsilanyloxy)-3-(4-(S)-isopropyl-2-oxo-oxazolidin-3-yl)-3-oxopropyl]-4-(R)-fluoropyrrolidine-1-carboxylic acid tert-butyl ester). Isolated yield 87.0%. RXN SMILES: N1C(C)=CC=CC=1C.[Si:9]([O:16]S(C(F)(F)F)(=O)=O)([C:12]([CH3:15])([CH3:14])[CH3:13])([CH3:11])[CH3:10].[C:24]([O:28][C:29]([N:31]1[CH2:35][C@H:34]([F:36])[CH2:33][C@@H:32]1[C@@H:37](O)[C@H:38]([CH2:50][C:51]1[CH:56]=[CH:55][CH:54]=[CH:53][CH:52]=1)[C:39]([N:41]1[C@@H:45]([CH:46]([CH3:48])[CH3:47])[CH2:44][O:43][C:42]1=[O:49])=[O:40])=[O:30])([CH3:27])([CH3:26])[CH3:25].Cl>ClCCl>[C:24]([O:28][C:29]([N:31]1[CH2:35][C@H:34]([F:36])[CH2:33][C@@H:32]1[C@@H:37]([O:16][Si:9]([C:12]([CH3:13])([CH3:14])[CH3:15])([CH3:10])[CH3:11])[C@H:38]([CH2:50][C:51]1[CH:52]=[CH:53][CH:54]=[CH:55][CH:56]=1)[C:39]([N:41]1[C@@H:45]([CH:46]([CH3:47])[CH3:48])[CH2:44][O:43][C:42]1=[O:49])=[O:40])=[O:30])([CH3:26])([CH3:27])[CH3:25]. Procedure: Add 2,6-lutidine (5.3 mL, 54 mmol) and tert-butyl-dimethylsilyl-trifluoromethylsulfonate (1.62 mL, 7.08 mL) to a solution of 2-(R)-[2-(S)-benzyl-1-(S)-hydroxy-3-(4-(S)-isopropyl-2-oxo-oxazolidin-3-yl)-3-oxopropyl]-4-(R)-fluoropyrrolidine-1-carboxylic acid tert-butyl ester (2.585 g, 5.4 mmol) in dichloromethane (40 mL) at −78° C. Stir 3 h, warm to room temperature, stir 5 min and cool in an ice bath. Add 1 N HCl (100 mL), wash with 1 N HCl (2×100 mL), saturated aqueous sodium bicarbonate, saturat... Reactants: CCOCn1c(Br)nc2c1c(=O)n(CCCCC(C)OC(C)=O)c(=O)n2C, CN, CS(C)=O, O. Yields the product CCOCn1c(NC)nc2c1c(=O)n(CCCCC(C)OC(C)=O)c(=O)n2C. RXN SMILES: [C:3]([CH3:4])(=[O:5])[O:6][CH:7]([CH2:8][CH2:9][CH2:10][CH2:11][n:12]1[c:13](=[O:14])[n:15]([CH3:28])[c:16]2[n:17][c:18]([Br:27])[n:19]([CH2:23][O:24][CH2:25][CH3:26])[c:20]2[c:21]1=[O:22])[CH3:29].[CH3:1][NH2:2].[CH3:31][S:32]([CH3:33])=[O:34].[OH2:30]>>[CH3:1][NH:2][c:18]1[n:17][c:16]2[n:15]([CH3:28])[c:13](=[O:14])[n:12]([CH2:11][CH2:10][CH2:9][CH2:8][CH:7]([O:6][C:3]([CH3:4])=[O:5])[CH3:29])[c:21](=[O:22])[c:20]2[n:19]1[CH2:23][O:24][CH2:25][CH3:26]. Reactants: COc1ccc2[nH]cc(-c3cc4c(-c5cn(S(=O)(=O)c6ccc(C)cc6)c6ccc(OC)cc56)ncnc4n3S(=O)(=O)c3ccc(C)cc3)c2c1, CI, CN(C)C=O, [H-], [Na+]. The product is COc1ccc2c(c1)c(-c1cc3c(-c4cn(S(=O)(=O)c5ccc(C)cc5)c5ccc(OC)cc45)ncnc3n1S(=O)(=O)c1ccc(C)cc1)cn2C. As a reaction SMILES: [CH3:1][O:2][c:3]1[cH:4][c:5]2[c:6](-[c:22]3[c:23]4[c:24]([n:25][cH:26][n:27]3)[n:28]([S:42](=[O:43])(=[O:44])[c:45]3[cH:46][cH:47][c:48]([CH3:51])[cH:49][cH:50]3)[c:29](-[c:31]3[cH:32][nH:33][c:34]5[cH:35][cH:36][c:37]([O:40][CH3:41])[cH:38][c:39]35)[cH:30]4)[cH:7][n:8]([S:12](=[O:13])(=[O:14])[c:15]3[cH:16][cH:17][c:18]([CH3:21])[cH:19][cH:20]3)[c:9]2[cH:10][cH:11]1.[CH3:54][I:55].[CH3:56][N:57]([CH3:58])[CH:59]=[O:60].[H-:52].[Na+:53]>>[CH3:1][O:2][c:3]1[cH:4][c:5]2[c:6](-[c:22]3[c:23]4[c:24]([n:25][cH:26][n:27]3)[n:28]([S:42](=[O:43])(=[O:44])[c:45]3[cH:46][cH:47][c:48]([CH3:51])[cH:49][cH:50]3)[c:29](-[c:31]3[cH:32][n:33]([CH3:54])[c:34]5[cH:35][cH:36][c:37]([O:40][CH3:41])[cH:38][c:39]35)[cH:30]4)[cH:7][n:8]([S:12](=[O:13])(=[O:14])[c:15]3[cH:16][cH:17][c:18]([CH3:21])[cH:19][cH:20]3)[c:9]2[cH:10][cH:11]1. The reactants are CC(=O)O, COc1ccc(C(C(=S)N(C)C)C2(O)CCCCC2)cc1, C1COCCO1. The product is COc1ccc(C(CN(C)C)C2(O)CCCCC2)cc1. RXN SMILES: [C:22]([OH:23])(=[O:24])[CH3:25].[CH3:1][N:2]([C:3]([CH:4]([C:5]1([OH:11])[CH2:6][CH2:7][CH2:8][CH2:9][CH2:10]1)[c:12]1[cH:13][cH:14][c:15]([O:18][CH3:19])[cH:16][cH:17]1)=[S:20])[CH3:21].[O:26]1[CH2:27][CH2:28][O:29][CH2:30][CH2:31]1>>[CH3:1][N:2]([CH2:3][CH:4]([C:5]1([OH:11])[CH2:6][CH2:7][CH2:8][CH2:9][CH2:10]1)[c:12]1[cH:13][cH:14][c:15]([O:18][CH3:19])[cH:16][cH:17]1)[CH3:21]. As a reaction SMILES: [CH3:47][C:48](=[O:49])[OH:50].[N:1]1([CH2:7][CH2:8][CH2:9][C:10](=[O:11])[c:12]2[cH:13][c:14]3[c:22]([cH:23][cH:24]2)-[c:21]2[c:16]([cH:17][c:18]([C:25]([CH2:26][CH2:27][CH2:28][N:29]4[CH2:30][CH2:31][CH2:32][CH2:33][CH2:34]4)=[O:35])[cH:19][cH:20]2)[CH2:15]3)[CH2:2][CH2:3][CH2:4][CH2:5][CH2:6]1.[Na+:36].[Na+:37].[O-:38][Cr:39]([O:40][Cr:41](=[O:42])(=[O:43])[O-:44])(=[O:45])=[O:46]>>[N:1]1([CH2:7][CH2:8][CH2:9][C:10](=[O:11])[c:12]2[cH:13][c:14]3[c:22]([cH:23][cH:24]2)-[c:21]2[c:16]([cH:17][c:18]([C:25]([CH2:26][CH2:27][CH2:28][N:29]4[CH2:30][CH2:31][CH2:32][CH2:33][CH2:34]4)=[O:35])[cH:19][cH:20]2)[C:15]3=[O:38])[CH2:2][CH2:3][CH2:4][CH2:5][CH2:6]1. Product: O=C(CCCN1CCCCC1)c1ccc2c(c1)C(=O)c1cc(C(=O)CCCN3CCCCC3)ccc1-2. The reactants are CC(=O)O, O=C(CCCN1CCCCC1)c1ccc2c(c1)Cc1cc(C(=O)CCCN3CCCCC3)ccc1-2, [Na+], [Na+], O=[Cr](=O)([O-])O[Cr](=O)(=O)[O-]. Starting materials: COc1ccc2c(c1)CC1(CCC(=O)CC1)C2=O, OCCO, Cc1ccc(S(=O)(=O)O)cc1, c1ccccc1. Yields the product COc1ccc2c(c1)CC1(CCC(=O)CC1)C21OCCO1. RXN SMILES: [CH3:1][O:2][c:3]1[cH:4][c:5]2[c:15]([cH:16][cH:17]1)[C:14](=[O:18])[C:7]1([CH2:6]2)[CH2:8][CH2:9][C:10](=[O:13])[CH2:11][CH2:12]1.[OH:19][CH2:20][CH2:21][OH:22].[c:23]1([CH3:24])[cH:25][cH:26][c:27]([S:28]([OH:29])(=[O:30])=[O:31])[cH:32][cH:33]1.[cH:34]1[cH:35][cH:36][cH:37][cH:38][cH:39]1>>[CH3:1][O:2][c:3]1[cH:4][c:5]2[c:15]([cH:16][cH:17]1)[C:14]1([C:7]3([CH2:6]2)[CH2:8][CH2:9][C:10](=[O:13])[CH2:11][CH2:12]3)[O:18][CH2:21][CH2:20][O:19]1. Reactants: C(C)(C)C1=C(C(=CC=C1)C)N (2-Isopropyl-6-methyl-phenylamine), BrBr (bromine). Solvent: C(C)(=O)O (acetic acid), C(Cl)Cl (methylene chloride), C(C)(=O)O (acetic acid). Reaction conditions: time 1 hour. The product is BrC1=CC(=C(C(=C1)C)N)C(C)C (4-Bromo-2-isopropyl-6-methyl-phenylamine). RXN SMILES: [CH:1]([C:4]1[CH:9]=[CH:8][CH:7]=[C:6]([CH3:10])[C:5]=1[NH2:11])([CH3:3])[CH3:2].[Br:12]Br>C(O)(=O)C.C(Cl)Cl>[Br:12][C:8]1[CH:7]=[C:6]([CH3:10])[C:5]([NH2:11])=[C:4]([CH:1]([CH3:3])[CH3:2])[CH:9]=1. Procedure details: 2-Isopropyl-6-methyl-phenylamine (5 g, 33.5 mmol) was dissolved in acetic acid (20 mL). To this solution was added a solution of bromine (1.8 mL, 35.14 mmol) in acetic acid (5 mL) dropwise over 10 min. After stirring for 1 h at room temperature, the reaction mixture was diluted with methylene chloride, washed with water (2×), saturated sodium thiosulfate (2×), saturated sodium bicarbonate (2×), and brine. The organic phase was dried over sodium sulfate, filtered, and concentrated. Purification b...